This data is from the Open Reaction Database (ORD), a public repository of structured organic reaction records. The task is: describe an organic reaction: reactants, conditions, products, and yield The reactants are BrC=1C=C(C(=O)C2=NC=CC=C2O)C=CC1 (2-(3-bromobenzoyl)-3-hydroxypyridine), Cl.C(C)(C)(C)ON (O-t-butylhydroxylamine hydrochloride), C(C)O (ethanol). Run in O (water). The product is BrC=1C=C(\C(=N/OC(C)(C)C)\C2=NC=CC=C2O)C=CC1 ((E)-2-(3-bromo-α-t-butoxyiminobenzyl)-3-hydroxypyridine), BrC=1C=C(/C(=N/OC(C)(C)C)/C2=NC=CC=C2O)C=CC1 ((Z)-2-(3-bromo-α-t-butoxyiminobenzyl)-3-hydroxypyridine). RXN SMILES: [Br:1][C:2]1[CH:3]=[C:4]([CH:14]=[CH:15][CH:16]=1)[C:5]([C:7]1[C:12]([OH:13])=[CH:11][CH:10]=[CH:9][N:8]=1)=O.Cl.[C:18]([O:22][NH2:23])([CH3:21])([CH3:20])[CH3:19].C(O)C>O>[Br:1][C:2]1[CH:3]=[C:4]([CH:14]=[CH:15][CH:16]=1)/[C:5](/[C:7]1[C:12]([OH:13])=[CH:11][CH:10]=[CH:9][N:8]=1)=[N:23]\[O:22][C:18]([CH3:21])([CH3:20])[CH3:19].[Br:1][C:2]1[CH:3]=[C:4]([CH:14]=[CH:15][CH:16]=1)/[C:5](/[C:7]1[C:12]([OH:13])=[CH:11][CH:10]=[CH:9][N:8]=1)=[N:23]/[O:22][C:18]([CH3:21])([CH3:20])[CH3:19] |f:1.2|. Procedure: A mixture of 2-(3-bromobenzoyl)-3-hydroxypyridine (1.78 g), O-t-butylhydroxylamine hydrochloride (1.19 g) and ethanol (50 mL) was refluxed for 5 hours. The reaction mixture was poured into water, and subjected to extraction with ethyl acetate. The extract was washed with water and a saturated aqueous saline solution, successively, and dried (sodium sulfate), followed by evaporating the solvent under reduced pressure. The residue was purified by means of a silica gel column (ethyl acetate--hexane... Reactants: F[B-](F)(F)F, CCN(C(C)C)C(C)C, Cl, Oc1ccc2c(c1)NCC2, O=C(O)c1cc(Nc2ccc3c(c2)CC2(C3)C(=O)Nc3ncccc32)ncn1, CN(C)C=O, CN(C)C(On1nnc2ccccc21)=[N+](C)C. The product is O=C(c1cc(Nc2ccc3c(c2)CC2(C3)C(=O)Nc3ncccc32)ncn1)N1CCc2ccc(O)cc21. As a reaction SMILES: [B-:49]([F:50])([F:51])([F:52])[F:53].[CH:40]([N:41]([CH2:42][CH3:43])[CH:44]([CH3:45])[CH3:46])([CH3:47])[CH3:48].[ClH:1].[NH:30]1[CH2:31][CH2:32][c:33]2[cH:34][cH:35][c:36]([OH:39])[cH:37][c:38]21.[O:2]=[C:3]1[NH:4][c:5]2[n:6][cH:7][cH:8][cH:9][c:10]2[C:11]12[CH2:12][c:13]1[cH:14][cH:15][c:16]([NH:20][c:21]3[cH:22][c:23]([C:27](=[O:28])[OH:29])[n:24][cH:25][n:26]3)[cH:17][c:18]1[CH2:19]2.[O:71]=[CH:72][N:73]([CH3:74])[CH3:75].[n:54]1([O:55][C:56]([N:57]([CH3:58])[CH3:59])=[N+:60]([CH3:61])[CH3:62])[c:63]2[cH:64][cH:65][cH:66][cH:67][c:68]2[n:69][n:70]1>>[O:2]=[C:3]1[NH:4][c:5]2[n:6][cH:7][cH:8][cH:9][c:10]2[C:11]12[CH2:12][c:13]1[cH:14][cH:15][c:16]([NH:20][c:21]3[cH:22][c:23]([C:27](=[O:29])[N:30]4[CH2:31][CH2:32][c:33]5[cH:34][cH:35][c:36]([OH:39])[cH:37][c:38]54)[n:24][cH:25][n:26]3)[cH:17][c:18]1[CH2:19]2. The reactants are ClC=1C(=C(C=CC1)S(=O)(=O)Cl)C (3-chloro-2-methylbenzenesulphonyl chloride), N1=CC=CC=C1 (pyridine), C(=O)(O)[O-].[Na+] (NaHCO3), NC=1C=C2C=CC(=NC2=CC1)C (6-amino-2-methylquinoline). The solvent is ClCCl (dichloromethane). Run at time 5 minute. Yields the product ClC=1C(=C(C=CC1)S(=O)(=O)NC=1C=C2C=CC(=NC2=CC1)C)C (3-chloro-2-methyl-N-(2-methyl-quinolin-6-yl)-benzenesulfonamide). The yield is 67.5%. As a reaction SMILES: [Cl:1][C:2]1[C:3]([CH3:12])=[C:4]([S:8](Cl)(=[O:10])=[O:9])[CH:5]=[CH:6][CH:7]=1.N1C=CC=CC=1.[NH2:19][C:20]1[CH:21]=[C:22]2[C:27](=[CH:28][CH:29]=1)[N:26]=[C:25]([CH3:30])[CH:24]=[CH:23]2.C([O-])(O)=O.[Na+]>ClCCl>[Cl:1][C:2]1[C:3]([CH3:12])=[C:4]([S:8]([NH:19][C:20]2[CH:21]=[C:22]3[C:27](=[CH:28][CH:29]=2)[N:26]=[C:25]([CH3:30])[CH:24]=[CH:23]3)(=[O:10])=[O:9])[CH:5]=[CH:6][CH:7]=1 |f:3.4|. Procedure: To a solution of 3-chloro-2-methylbenzenesulphonyl chloride (149 mg, 0.664 mmol) in dichloromethane (4 mL) was added pyridine (130 μL, 1.58 mmol) and the mixture was stirred under N2 for 5 min, after which time 6-amino-2-methylquinoline (100 mg, 0.632 mmol) was added. The resulting mixture was stirred for 90 min at room temperature, then saturated NaHCO3 solution (10 mL) was added and the mixture was extracted into ethyl acetate (20 mL). The organic phase was washed with brine, dried (Na2SO4), f... Starting materials: CO, Cn1ncc([N+](=O)[O-])c1N1CCC(F)C(NC(=O)OC(C)(C)C)CC1. The product is Cn1ncc([N+](=O)[O-])c1N1CCC(N)C(F)CC1. RXN SMILES: [CH3:26][OH:27].[F:1][CH:2]1[CH:3]([NH:18][C:19](=[O:20])[O:21][C:22]([CH3:23])([CH3:24])[CH3:25])[CH2:4][CH2:5][N:6]([c:9]2[c:10]([N+:15](=[O:16])[O-:17])[cH:11][n:12][n:13]2[CH3:14])[CH2:7][CH2:8]1>>[F:1][CH:2]1[CH:3]([NH2:18])[CH2:4][CH2:5][N:6]([c:9]2[c:10]([N+:15](=[O:16])[O-:17])[cH:11][n:12][n:13]2[CH3:14])[CH2:7][CH2:8]1. Reactants: C=CC1=CC=CC=C1 (styrene), C(C=C)#N (acrylonitrile), CC(C)(C#N)N=NC(C)(C)C#N (azobisisobutylonitrile), P(=O)([O-])([O-])[O-].[Ca+2].[Ca+2].[Ca+2].P(=O)([O-])([O-])[O-] (tricalciumphosphate). RXN SMILES: [CH2:1]=[CH:2][C:3]1[CH:8]=[CH:7][CH:6]=[CH:5][CH:4]=1.[C:9](#[N:12])[CH:10]=[CH2:11].CC(N=NC(C#N)(C)C)(C#N)C.P([O-])([O-])([O-])=O.[Ca+2].[Ca+2].[Ca+2].P([O-])([O-])([O-])=O>O>[CH:1]([CH:11]=[CH:10][C:9]#[N:12])=[CH:2][C:3]1[CH:8]=[CH:7][CH:6]=[CH:5][CH:4]=1 |f:3.4.5.6.7|. Product: C(=CC1=CC=CC=C1)C=CC#N (styrene-acrylonitrile). Run in O (water). Procedure details: 76 parts by weight of styrene, 24 parts by weight of acrylonitrile, and 120 parts of deionized water are mixed. To the mixture, 0.17 parts by weight of azobisisobutylonitrile (AIBN), 0.4 parts by weight of t-dodecyl mercaptan chain transfer agent, and 0.5 parts by weight of tricalciumphosphate are added. The mixture is suspension polymerized at 75° C. for 5 hours, and a styrene-acrylonitrile (SAN) copolymer resin is obtained. The resultant copolymer is washed, dehydrated and dried to obtain SAN ... Reactants: C(N)(=O)N1C(C=CC1=O)=O (N-carbamylmaleimide), C(C=C)(=O)OCCO (2-hydroxyethyl acrylate), O (water). Reagents/catalysts: [Cl-].[Zn+2].[Cl-] (zinc chloride). The solvent is C(C)#N (acetonitrile). Conditions: time 5 hour. The product is C(\C=C/C(NC(N)=O)=O)(=O)O.C(C=C)(=O)OCCO (2-hydroxyethyl acrylate maleurate). Isolated yield 167.2%. As a reaction SMILES: [C:1]([N:4]1[C:8](=[O:9])[CH:7]=[CH:6][C:5]1=[O:10])(=[O:3])[NH2:2].[C:11]([O:15][CH2:16][CH2:17][OH:18])(=[O:14])[CH:12]=[CH2:13].O>C(#N)C.[Cl-].[Zn+2].[Cl-]>[C:5]([OH:10])(=[O:14])/[CH:6]=[CH:7]\[C:8](=[O:9])[NH:4][C:1](=[O:3])[NH2:2].[C:11]([O:15][CH2:16][CH2:17][OH:18])(=[O:14])[CH:12]=[CH2:13] |f:4.5.6,7.8|. Procedure details: A mixture of 140 g of N-carbamylmaleimide (1 mole), 121.8 g of 2-hydroxyethyl acrylate (1.05 moles) and 1.36 g of zinc chloride (0.01 moles) in 200 mL of acetonitrile was heated to reflux. After 5 hours, the mixture was poured into 500 mL of water. The solid was filtered, washed with water and dried to afford 240.7 g (94% yield) of 2-hydroxyethyl acrylate maleurate. M.P.: 88°-90° C. (dec.); 1H NMR (CDCl3): δ10.4 (br s, 1H), 8.2 (br s, 1H), 6.4 (m, 3H), 6.2 (d of d, 1H), 5.9 (m, 2H), 4.4 (A2B2, 4... Starting materials: [H-].C(C(C)C)[Al+]CC(C)C (Diisobutylaluminium hydride), C(C)OC(=O)C=1SC(=CC1C)C1=NOC(C1)(C(F)(F)F)C1=CC(=CC(=C1)Cl)Cl (5-[5-(3,5-dichloro-phenyl)-5-trifluoromethyl-4,5-dihydro-isoxazol-3-yl]-3-methyl-thiophene-2-carboxylic acid ethyl ester). Solvent: C(C)OCC (diethyl ether). Reaction conditions: time 15 minute. The product is ClC=1C=C(C=C(C1)Cl)C1(CC(=NO1)C1=CC(=C(S1)CO)C)C(F)(F)F ({5-[5-(3,5-dichloro-phenyl)-5-trifluoromethyl-4,5-dihydro-isoxazol-3-yl]-3-methyl-thiophen-2-yl}-methanol). Yield: 79.5%. RXN SMILES: [H-].C([Al+]CC(C)C)C(C)C.C([O:13][C:14]([C:16]1[S:17][C:18]([C:22]2[CH2:26][C:25]([C:31]3[CH:36]=[C:35]([Cl:37])[CH:34]=[C:33]([Cl:38])[CH:32]=3)([C:27]([F:30])([F:29])[F:28])[O:24][N:23]=2)=[CH:19][C:20]=1[CH3:21])=O)C>C(OCC)C>[Cl:38][C:33]1[CH:32]=[C:31]([C:25]2([C:27]([F:28])([F:30])[F:29])[O:24][N:23]=[C:22]([C:18]3[S:17][C:16]([CH2:14][OH:13])=[C:20]([CH3:21])[CH:19]=3)[CH2:26]2)[CH:36]=[C:35]([Cl:37])[CH:34]=1 |f:0.1|. Procedure: Diisobutylaluminium hydride (DIBAL-H, 28.4 ml, 1M in Toluene) is added to a solution of 5-[5-(3,5-dichloro-phenyl)-5-trifluoromethyl-4,5-dihydro-isoxazol-3-yl]-3-methyl-thiophene-2-carboxylic acid ethyl ester (6.42 g) in diethyl ether (120 ml) under nitrogen at −5° C. After 15 min at −5° C., the cold bad is removed. After 3 hours at room temperature, the reaction mixture is diluted with ethyl acetate and is quenched with a saturated solution of NaHCO3. The organic phase is separated and the aque... The reactants are BrB(Br)Br, COc1ccc(-c2cc(C(=O)N3CCC(C(N)=O)(c4ccccc4)CC3)sc2-c2ccccc2Cl)cc1, ClCCl. Product: NC(=O)C1(c2ccccc2)CCN(C(=O)c2cc(-c3ccc(O)cc3)c(-c3ccccc3Cl)s2)CC1. Reaction SMILES: [B:38]([Br:39])([Br:40])[Br:41].[Cl:1][c:2]1[c:3](-[c:8]2[c:9](-[c:30]3[cH:31][cH:32][c:33]([O:36][CH3:37])[cH:34][cH:35]3)[cH:10][c:11]([C:13](=[O:14])[N:15]3[CH2:16][CH2:17][C:18]([C:21](=[O:22])[NH2:23])([c:24]4[cH:25][cH:26][cH:27][cH:28][cH:29]4)[CH2:19][CH2:20]3)[s:12]2)[cH:4][cH:5][cH:6][cH:7]1.[Cl:42][CH2:43][Cl:44]>>[Cl:1][c:2]1[c:3](-[c:8]2[c:9](-[c:30]3[cH:31][cH:32][c:33]([OH:36])[cH:34][cH:35]3)[cH:10][c:11]([C:13](=[O:14])[N:15]3[CH2:16][CH2:17][C:18]([C:21](=[O:22])[NH2:23])([c:24]4[cH:25][cH:26][cH:27][cH:28][cH:29]4)[CH2:19][CH2:20]3)[s:12]2)[cH:4][cH:5][cH:6][cH:7]1. Starting materials: ClC1=CC=C(C=C1)C=1C=CC=2N(C1)C(=CN2)C(=O)O (6-(4-chloro-phenyl)-imidazo[1,2-a]pyridine-3-carboxylic acid), NC1=NC=C(C(=N)NO)C=C1 (6-amino-N-hydroxy-nicotinamidine). Product: ClC1=CC=C(C=C1)C=1C=CC=2N(C1)C(=CN2)C2=NC(=NO2)C=2C=CC(=NC2)N (5-{5-[6-(4-Chloro-phenyl)-imidazo[1,2-a]pyridin-3-yl]-[1,2,4]oxadiazol-3-yl}-pyridin-2-ylamine). Reaction SMILES: [Cl:1][C:2]1[CH:7]=[CH:6][C:5]([C:8]2[CH:9]=[CH:10][C:11]3[N:12]([C:14]([C:17]([OH:19])=O)=[CH:15][N:16]=3)[CH:13]=2)=[CH:4][CH:3]=1.[NH2:20][C:21]1[CH:30]=[CH:29][C:24]([C:25]([NH:27]O)=[NH:26])=[CH:23][N:22]=1>>[Cl:1][C:2]1[CH:3]=[CH:4][C:5]([C:8]2[CH:9]=[CH:10][C:11]3[N:12]([C:14]([C:17]4[O:19][N:27]=[C:25]([C:24]5[CH:29]=[CH:30][C:21]([NH2:20])=[N:22][CH:23]=5)[N:26]=4)=[CH:15][N:16]=3)[CH:13]=2)=[CH:6][CH:7]=1. Procedure: The title compound was prepared from 6-(4-chloro-phenyl)-imidazo[1,2-a]pyridine-3-carboxylic acid (example C.36) (136 mg, 0.5 mmol) and 6-amino-N-hydroxy-nicotinamidine (example B.4) (114 mg, 0.75 mmol) according to general procedure II. Obtained after flash chromatography on silica gel (ethyl acetate) and further purification by crystallization (MeOH/diethyl ether) as a white solid (34 mg, 17%). MS (ISP) 389.3 [(M+H)+]; mp 273° C. Starting materials: hydrochloride salt, Cl.N1CCC(CC1)C1C(C2=CC=CC=C2C1)=O (2-(4-piperidyl)-1-indanone hydrochloride), [N+](=O)([O-])C1=CC=C(CCBr)C=C1 (p-nitrophenethyl bromide), C([O-])(O)=O.[Na+] (sodium bicarbonate). The solvent is C(C)O (ethanol). The product is Cl.[N+](=O)([O-])C1=CC=C(CCN2CCC(CC2)C2C(C3=CC=CC=C3C2)=O)C=C1 (2-[1-(4-nitrophenethyl)-4-piperidyl]-1-indanone hydrochloride). Reaction SMILES: [ClH:1].[NH:2]1[CH2:7][CH2:6][CH:5]([CH:8]2[CH2:16][C:15]3[C:10](=[CH:11][CH:12]=[CH:13][CH:14]=3)[C:9]2=[O:17])[CH2:4][CH2:3]1.[N+:18]([C:21]1[CH:29]=[CH:28][C:24]([CH2:25][CH2:26]Br)=[CH:23][CH:22]=1)([O-:20])=[O:19].C(=O)(O)[O-].[Na+]>C(O)C>[ClH:1].[N+:18]([C:21]1[CH:29]=[CH:28][C:24]([CH2:25][CH2:26][N:2]2[CH2:3][CH2:4][CH:5]([CH:8]3[CH2:16][C:15]4[C:10](=[CH:11][CH:12]=[CH:13][CH:14]=4)[C:9]3=[O:17])[CH2:6][CH2:7]2)=[CH:23][CH:22]=1)([O-:20])=[O:19] |f:0.1,3.4,6.7|. Reported procedure: A mixture of 0.46 g (0.00183 mol) of 2-(4-piperidyl)-1-indanone hydrochloride, 0.578 g (0.00251 mol) of p-nitrophenethyl bromide, 0.422 g (0.00502 mol) sodium bicarbonate and 20 mL of ethanol was stirred and refluxed for 72 hours. The ethanol was removed by evaporation, and the residue was partitioned between ethyl acetate and water. The ethyl acetate phase was washed with water, dried over magnesium sulfate, filtered, and the ethyl acetate removed. The residue was purified by chromatography on ...